This data is from the Open Reaction Database (ORD), a public repository of structured organic reaction records. The task is: describe an organic reaction: reactants, conditions, products, and yield Reactants: FC1=C(C=CC=C1OC)B(O)O (2-fluoro-3-methoxyphenylboronic acid), OO (hydrogen peroxide), S(=O)([O-])[O-].[Na+].[Na+] (sodium sulfite). Run in C1CCOC1 (THF). Product: FC1=C(C=CC=C1OC)O (2-fluoro-3-methoxyphenol). As a reaction SMILES: [F:1][C:2]1[C:7]([O:8][CH3:9])=[CH:6][CH:5]=[CH:4][C:3]=1B(O)O.OO.S([O-])([O-])=[O:16].[Na+].[Na+]>C1COCC1>[F:1][C:2]1[C:7]([O:8][CH3:9])=[CH:6][CH:5]=[CH:4][C:3]=1[OH:16] |f:2.3.4|. Procedure details: To a solution of 2-fluoro-3-methoxyphenylboronic acid (30.4 g) in THF (300 mL) was added dropwise aqueous hydrogen peroxide (100 mL, 30% wt in water), and the mixture was heated with reflux for 1 hr. The reaction mixture was allowed to be cooled to room temperature, saturated aqueous sodium sulfite was added thereto, and the mixture was extracted with ethyl acetate. The organic layer was dried over anhydrous sodium sulfate, and the solvent was evaporated under reduced pressure. The residue was p...